From a dataset of the Open Reaction Database (ORD), a public repository of structured organic reaction records. describe an organic reaction: reactants, conditions, products, and yield The reactants are O=C1NC2=C(OC1)N=C(C(=C2)C2=CC=CC=C2)C2=CC=C(CNC(OC(C)(C)C)=O)C=C2 (tert-butyl 4-(2-oxo-7-phenyl-2,3-dihydro-1H-pyrido[2,3-b][1,4]oxazin-6-yl)benzylcarbamate), BrCC#N (2-bromoacetonitrile), C([O-])([O-])=O.[K+].[K+] (potassium carbonate). The solvent is CN(C)C=O (DMF), O (water). Conditions: temperature 40 celsius, time 16 hour. The product is C(#N)CN1C2=C(OCC1=O)N=C(C(=C2)C2=CC=CC=C2)C2=CC=C(CNC(OC(C)(C)C)=O)C=C2 (tert-butyl 4-(1-(cyanomethyl)-2-oxo-7-phenyl-2,3-dihydro-1H-pyrido[2,3-b][1,4]oxazin-6-yl)benzylcarbamate). Yield: 15.7%. Reaction SMILES: [O:1]=[C:2]1[CH2:7][O:6][C:5]2[N:8]=[C:9]([C:18]3[CH:32]=[CH:31][C:21]([CH2:22][NH:23][C:24](=[O:30])[O:25][C:26]([CH3:29])([CH3:28])[CH3:27])=[CH:20][CH:19]=3)[C:10]([C:12]3[CH:17]=[CH:16][CH:15]=[CH:14][CH:13]=3)=[CH:11][C:4]=2[NH:3]1.Br[CH2:34][C:35]#[N:36].C(=O)([O-])[O-].[K+].[K+]>CN(C=O)C.O>[C:35]([CH2:34][N:3]1[C:2](=[O:1])[CH2:7][O:6][C:5]2[N:8]=[C:9]([C:18]3[CH:19]=[CH:20][C:21]([CH2:22][NH:23][C:24](=[O:30])[O:25][C:26]([CH3:27])([CH3:28])[CH3:29])=[CH:31][CH:32]=3)[C:10]([C:12]3[CH:13]=[CH:14][CH:15]=[CH:16][CH:17]=3)=[CH:11][C:4]1=2)#[N:36] |f:2.3.4|. Reported procedure: A mixture of tert-butyl 4-(2-oxo-7-phenyl-2,3-dihydro-1H-pyrido[2,3-b][1,4]oxazin-6-yl)benzylcarbamate (70 mg, 0.162 mmol), 2-bromoacetonitrile (58.4 mg, 0.487 mmol) and potassium carbonate (67.3 mg, 0.487 mmol) in DMF (2 ml) was stirred at 40° C. for 16 h. The reaction mixture was cooled and diluted with water (10 ml) and extracted with DCM (8 mlX3). The combined organic phase was concentrated and the residue was purified by column (biotage, 10 g) eluted with Ethyl acetate/cyclohexane 0-30% to ... Starting materials: OC=1C(NC=C(C1)CCC1=C(C=CC=C1)C)=O (3-Hydroxy-5-(2-methylphenethyl)pyridin-2(1H)-one), COC1=NC=C(C=C1OC)CCC1=CC=CC=C1 (2,3-dimethoxy-5-(2-phenylethyl)pyridine), COC1=NC=C(C=C1OC)CCC1=CC=CC=C1 (2,3-dimethoxy-5-(2-phenylethyl)pyridine). The product is OC=1C(NC=C(C1)CCC1=CC=CC=C1)=O (3-hydroxy-5-(2-phenylethyl)pyridin-2(1H)-one). Yield: 16.0%. Reaction SMILES: [OH:1][C:2]1[C:3](=[O:17])[NH:4][CH:5]=[C:6]([CH2:8][CH2:9][C:10]2[CH:15]=[CH:14][CH:13]=[CH:12][C:11]=2C)[CH:7]=1.COC1C(OC)=CC(CCC2C=CC=CC=2)=CN=1>>[OH:1][C:2]1[C:3](=[O:17])[NH:4][CH:5]=[C:6]([CH2:8][CH2:9][C:10]2[CH:15]=[CH:14][CH:13]=[CH:12][CH:11]=2)[CH:7]=1. Procedure details: Prepared as described for 3-Hydroxy-5-(2-methylphenethyl)pyridin-2(1H)-one (Example 26) from 2,3-dimethoxy-5-(2-phenylethyl)pyridine (Intermediate 6). Purification by column chromatography (C18-SiO2; 5-95% methanol in water with 0.01% formic acid) gave 3-hydroxy-5-(2-phenylethyl)pyridin-2(1H)-one as a purple solid (10 mg, 16%). The reactants are CCOC(C)=O, CCO, [H][H], [OH-], [OH-], [Pd+2], C[Si](C)(C)CCOCOc1ccc(C(O)CN(Cc2ccccc2)Cc2ccccc2)cc1NC=O. Product: C[Si](C)(C)CCOCOc1ccc(C(O)CN)cc1NC=O. As a reaction SMILES: [CH3:39][CH2:40][O:41][C:42]([CH3:43])=[O:44].[CH3:45][CH2:46][OH:47].[H:37][H:38].[OH-:48].[OH-:50].[Pd+2:49].[c:1]1([CH2:2][N:8]([CH2:3][c:4]2[cH:5][cH:6][cH:7][cH:30][cH:31]2)[CH2:9][CH:10]([OH:11])[c:12]2[cH:13][cH:14][c:15]([O:21][CH2:22][O:23][CH2:24][CH2:25][Si:26]([CH3:27])([CH3:28])[CH3:29])[c:16]([NH:18][CH:19]=[O:20])[cH:17]2)[cH:32][cH:33][cH:34][cH:35][cH:36]1>>[NH2:8][CH2:9][CH:10]([OH:11])[c:12]1[cH:13][cH:14][c:15]([O:21][CH2:22][O:23][CH2:24][CH2:25][Si:26]([CH3:27])([CH3:28])[CH3:29])[c:16]([NH:18][CH:19]=[O:20])[cH:17]1. Reactants: [Al+3], [Br-], COc1ccc(C(=O)CCC2CCCCC2)cc1, [Cl-], [Cl-], [Cl-]. The product is COc1ccc(C(=O)C(Br)CC2CCCCC2)cc1. Reaction SMILES: [Al+3:21].[Br-:19].[CH:1]1([CH2:7][CH2:8][C:9](=[O:10])[c:11]2[cH:12][cH:13][c:14]([O:17][CH3:18])[cH:15][cH:16]2)[CH2:2][CH2:3][CH2:4][CH2:5][CH2:6]1.[Cl-:20].[Cl-:22].[Cl-:23]>>[CH:1]1([CH2:7][CH:8]([C:9](=[O:10])[c:11]2[cH:12][cH:13][c:14]([O:17][CH3:18])[cH:15][cH:16]2)[Br:19])[CH2:2][CH2:3][CH2:4][CH2:5][CH2:6]1. Starting materials: COC(=O)C=1C(SC2=CC(=CC=C2C1O)Br)=O (7-bromo-4-hydroxy-2-oxo-2H-thiochromene-3-carboxylic acid methyl ester), CC1=CC=C(C=C1)B(O)O (4-methyl-phenylboronic acid). Product: COC(=O)C=1C(SC2=CC(=CC=C2C1O)C1=CC=C(C=C1)C)=O (4-Hydroxy-2-oxo-7-p-tolyl-2H-thiochromene-3-carboxylic acid methyl ester). Reaction SMILES: [CH3:1][O:2][C:3]([C:5]1[C:6](=[O:17])[S:7][C:8]2[C:13]([C:14]=1[OH:15])=[CH:12][CH:11]=[C:10](Br)[CH:9]=2)=[O:4].[CH3:18][C:19]1[CH:24]=[CH:23][C:22](B(O)O)=[CH:21][CH:20]=1>>[CH3:1][O:2][C:3]([C:5]1[C:6](=[O:17])[S:7][C:8]2[C:13]([C:14]=1[OH:15])=[CH:12][CH:11]=[C:10]([C:22]1[CH:23]=[CH:24][C:19]([CH3:18])=[CH:20][CH:21]=1)[CH:9]=2)=[O:4]. Reported procedure: 4-Hydroxy-2-oxo-7-p-tolyl-2H-thiochromene-3-carboxylic acid methyl ester was prepared from 7-bromo-4-hydroxy-2-oxo-2H-thiochromene-3-carboxylic acid methyl ester (Example 5e) and 4-methyl-phenylboronic acid under conditions analogous to Example 7(a). 1H NMR (200 MHz, CDCl3): δ (ppm)=15.23 (s, 1H), 8.38 (d, J=8.7 Hz, 1H), 7.64-7.51 (m, 4H), 7.38-7.26 (m, 2H), 4.02 (s, 3H), 2.41 (s, 3H). Starting materials: NC1=CC2=CC=CC=C2C=C1 (2-aminonaphthalene), C(C(=O)C)(=O)OCC (ethyl pyruvate). Solvent: EtOAc hexanes. Yields the product C(C)OC([C@@H](NC1=CC2=CC=CC=C2C=C1)C)=O (N-(2-naphthyl)alanine ethyl ester). Reaction SMILES: [NH2:1][C:2]1[CH:11]=[CH:10][C:9]2[C:4](=[CH:5][CH:6]=[CH:7][CH:8]=2)[CH:3]=1.[C:12]([O:17][CH2:18][CH3:19])(=[O:16])[C:13]([CH3:15])=O>>[CH2:18]([O:17][C:12](=[O:16])[C@H:13]([CH3:15])[NH:1][C:2]1[CH:11]=[CH:10][C:9]2[C:4](=[CH:5][CH:6]=[CH:7][CH:8]=2)[CH:3]=1)[CH3:19]. Procedure details: Following reductive amination General Procedure AA above and using 2-aminonaphthalene (Aldrich) and ethyl pyruvate (Aldrich), the title compound was prepared as a solid having a melting point of 52-56° C. The reaction was monitored by silica gel tlc (Rf=0.50 in 25% EtOAc/hexanes). Purification was by flash chromatography with silica gel using 25% EtOAc/hexanes as the eluant. The reactants are FC1=C(C(=CC=C1)F)C1(N=C2C(=N1)C=CC=C2)C(=O)OC (Methyl 2-(2,6-difluorophenyl)benzimidazole-2-carboxylate), FC1=C(C(=CC=C1)F)CBr (2,6-difluoro-α-bromo-toluene). The product is FC1=C(CN2C(NC3=C2C=CC=C3)(C(=O)OC)C3=C(C=CC=C3F)F)C(=CC=C1)F (methyl 1-(2,6-difluorobenzyl)-2-(2,6-difluorophenyl)benzimidazole-2-carboxylate). Isolated yield 76.0%. Reaction SMILES: [F:1][C:2]1[CH:7]=[CH:6][CH:5]=[C:4]([F:8])[C:3]=1[C:9]1([C:18]([O:20][CH3:21])=[O:19])[N:13]=[C:12]2[CH:14]=[CH:15][CH:16]=[CH:17][C:11]2=[N:10]1.[F:22][C:23]1[CH:28]=[CH:27][CH:26]=[C:25]([F:29])[C:24]=1[CH2:30]Br>>[F:22][C:23]1[CH:28]=[CH:27][CH:26]=[C:25]([F:29])[C:24]=1[CH2:30][N:13]1[C:12]2[CH:14]=[CH:15][CH:16]=[CH:17][C:11]=2[NH:10][C:9]1([C:3]1[C:4]([F:8])=[CH:5][CH:6]=[CH:7][C:2]=1[F:1])[C:18]([O:20][CH3:21])=[O:19]. Procedure details: Methyl 2-(2,6-difluorophenyl)benzimidazole-2-carboxylate (4004) (16.15 g, 56.0 mmol) was reacted with 2,6-difluoro-α-bromo-toluene (14.67 g, 70.86 mmol, 125 M%). The crude product was purified by flash chromatography eluting with 2% MeOH/CH2Cl2, and recrystallization from diethylether, yielding white crystals of methyl 1-(2,6-difluorobenzyl)-2-(2,6-difluorophenyl)benzimidazole-2-carboxylate (4005) (17.63 g, 42.55 mmol, 76% yield). M.p. 185-186° C. 1H-NMR (200 MHz, CD2Cl2) δ7.94 (dd, J=1.1, 7.6 H...